This data is from the Open Reaction Database (ORD), a public repository of structured organic reaction records. The task is: describe an organic reaction: reactants, conditions, products, and yield Starting materials: BrCCCCC12C(NC=3C=CC=C(C13)CCC2)=O (2a-(4-Bromobutyl)-2a,3,4,5-tetrahydro-1H-benz[cd]indol-2-one), C(C1=CC=CC=C1)C1CCNCC1 (4-benzyl-piperidine), C([O-])([O-])=O.[K+].[K+] (potassium carbonate). Solvent: CN(C=O)C (N,N-dimethylformamide). The product is C(C1=CC=CC=C1)C1CCN(CC1)CCCCC12C(NC=3C=CC=C(C13)CCC2)=O (2a-(4-(4-Benzyl-piperidin-1-yl)butyl)-2a,3,4,5-tetrahydro-1H-benz[cd]indol-2-one). Reaction SMILES: Br[CH2:2][CH2:3][CH2:4][CH2:5][C:6]12[CH2:17][CH2:16][CH2:15][C:13]3[C:14]1=[C:9]([CH:10]=[CH:11][CH:12]=3)[NH:8][C:7]2=[O:18].[CH2:19]([CH:26]1[CH2:31][CH2:30][NH:29][CH2:28][CH2:27]1)[C:20]1[CH:25]=[CH:24][CH:23]=[CH:22][CH:21]=1.C(=O)([O-])[O-].[K+].[K+]>CN(C)C=O>[CH2:19]([CH:26]1[CH2:31][CH2:30][N:29]([CH2:2][CH2:3][CH2:4][CH2:5][C:6]23[CH2:17][CH2:16][CH2:15][C:13]4[C:14]2=[C:9]([CH:10]=[CH:11][CH:12]=4)[NH:8][C:7]3=[O:18])[CH2:28][CH2:27]1)[C:20]1[CH:25]=[CH:24][CH:23]=[CH:22][CH:21]=1 |f:2.3.4|. Procedure details: 2a-(4-Bromobutyl)-2a,3,4,5-tetrahydro-1H-benz[cd]indol-2-one (190 mg, 0.62 mmol), 4-benzyl-piperidine (110 mg, 0.65 mmol) and potassium carbonate (120 mg, 0.88 mmol) were stirred overnight at 60° C. in anhydrous N,N-dimethylformamide (2 ml). The solvent was removed by evaporation under a reduced pressure, and the residue was mixed with ethyl acetate and water. The reaction product was extracted with ethyl acetate, washed with saturated brine and dried with anhydrous sodium sulfate, the solvent w...